Dataset: the Open Reaction Database (ORD), a public repository of structured organic reaction records. Task: describe an organic reaction: reactants, conditions, products, and yield As a reaction SMILES: [C:1]([C:3]1[C:8](=[O:9])[N:7]([CH:10]2[CH2:14][CH2:13][CH2:12][CH2:11]2)[CH:6]=[C:5]([C:15]([O:17]C)=[O:16])[CH:4]=1)#[N:2].[OH-].[Na+].Cl>CO.C(OC(=O)C)C>[C:1]([C:3]1[C:8](=[O:9])[N:7]([CH:10]2[CH2:14][CH2:13][CH2:12][CH2:11]2)[CH:6]=[C:5]([C:15]([OH:17])=[O:16])[CH:4]=1)#[N:2] |f:1.2|. Yields the product C(#N)C1=CC(=CN(C1=O)C1CCCC1)C(=O)O (5-Cyano-1-cyclopentyl-6-oxo-1,6-dihydropyridine-3-carboxylic acid). Solvent: C(C)OC(C)=O (ethylacetate), CO (methanol). Reported procedure: A mixture of Methyl 5-cyano-1-cyclopentyl-6-oxo-1,6-dihydropyridine-3-carboxylate (290 mg, 1.2 mmol) and 1N sodium hydroxide (6 mL, 6.0 mmol) in methanol (12 mL) was heated to reflux for 1 h and brought to RT. The mixture was concentrated and the residue obtained was dissolved in ethylacetate (20 mL), acidified with 1N hydrochloric acid (pH ˜5). The organic phase was separated, dried over magnesium sulfate and concentrated to afford the title compound as a light yellow solid. MS m/z: 233 (M+1). Starting materials: C(#N)C1=CC(=CN(C1=O)C1CCCC1)C(=O)OC (Methyl 5-cyano-1-cyclopentyl-6-oxo-1,6-dihydropyridine-3-carboxylate), [OH-].[Na+] (sodium hydroxide), Cl (hydrochloric acid). As a reaction SMILES: [Cl:5][CH2:6][Cl:7].[Cl:8][c:9]1[c:10]([CH:17]([CH3:18])[OH:19])[c:11]([F:16])[cH:12][cH:13][c:14]1[F:15].[OH2:20].[P:1]([Br:2])([Br:3])[Br:4]>>[Br:2][CH:17]([c:10]1[c:9]([Cl:8])[c:14]([F:15])[cH:13][cH:12][c:11]1[F:16])[CH3:18]. Reactants: ClCCl, CC(O)c1c(F)ccc(F)c1Cl, O, BrP(Br)Br. The product is CC(Br)c1c(F)ccc(F)c1Cl. The reactants are O=C1CCCCC2=C1NN=C2C(=O)OCC (Ethyl 8-oxo-1,4,5,6,7,8-hexahydrocyclohepta[c]pyrazole-3-carboxylate), Cl (HCl), solution, [OH-].[Na+] (NaOH). The solvent is CCO (EtOH). Product: O=C1CCCCC2=C1NN=C2C(=O)O (8-oxo-1,4,5,6,7,8-hexahydrocyclohepta[c]pyrazole-3-carboxylic acid). Isolated yield 85.8%. As a reaction SMILES: [O:1]=[C:2]1[C:8]2[NH:9][N:10]=[C:11]([C:12]([O:14]CC)=[O:13])[C:7]=2[CH2:6][CH2:5][CH2:4][CH2:3]1.[OH-].[Na+].Cl>CCO>[O:1]=[C:2]1[C:8]2[NH:9][N:10]=[C:11]([C:12]([OH:14])=[O:13])[C:7]=2[CH2:6][CH2:5][CH2:4][CH2:3]1 |f:1.2|. Reported procedure: Ethyl 8-oxo-1,4,5,6,7,8-hexahydrocyclohepta[c]pyrazole-3-carboxylate (2.67 g, 12.01 mmol) was suspended in EtOH (80 mL) and treated with a 2 M solution of NaOH (24 mL, 48.0 mmol) at reflux temperature for 1 h. After cooling the mixture is neutralized with 2 N HCl (24 mL) and the resulting precipitate was collected by filtration to give 2.0 g of the title compound (90% yield) as a white solid. Reactants: C[C@@]12[C@H](CC[C@H]1[C@@H]1CC=C3NC(CC[C@]3(C)[C@H]1CC2)=O)OCC(=O)O (4-azaandrost-5-en-3-on-17β-yloxyacetic acid). Reagents/catalysts: [Pt]=O (platinum oxide). The solvent is C(C)(=O)O (acetic acid). Product: C[C@@]12[C@H](CC[C@H]1[C@@H]1CC[C@H]3NC(CC[C@]3(C)[C@H]1CC2)=O)OCC(=O)O (5α-4-azaandrostan-3-on-17β-yloxyacetic acid). As a reaction SMILES: [CH3:1][C@:2]12[CH2:19][CH2:18][C@H:17]3[C@@H:7]([CH2:8][CH:9]=[C:10]4[C@:15]3([CH3:16])[CH2:14][CH2:13][C:12](=[O:20])[NH:11]4)[C@@H:6]1[CH2:5][CH2:4][C@@H:3]2[O:21][CH2:22][C:23]([OH:25])=[O:24]>C(O)(=O)C.[Pt]=O>[CH3:1][C@:2]12[CH2:19][CH2:18][C@H:17]3[C@@H:7]([CH2:8][CH2:9][C@@H:10]4[C@:15]3([CH3:16])[CH2:14][CH2:13][C:12](=[O:20])[NH:11]4)[C@@H:6]1[CH2:5][CH2:4][C@@H:3]2[O:21][CH2:22][C:23]([OH:25])=[O:24]. Procedure: The unsaturated acid (3.2 g, from Step D) in glacial acetic acid (200 ml) and platinum oxide (1.0 g) was hydrogenated at 60° C. under 40 psi for 24 hours. The mixture was filtered through a pad of celite, and the filtrate concentrated to dryness. The residue was recrystallized from 5% MeOH in methylene chloride to yield the title acid. Reactants: C(#N)[BH3-].[Na+] (sodium cyanoborohydride), NC[C@H](O)C=1C=CC(=C(C1)NS(=O)(=O)C)O (N-[5-(2-amino-1-{R}-hydroxyethyl)-2-hydroxyphenyl]-methane-sulfonamide), C(C1=CC=CC=C1)OC([C@@H](CC(=O)OCC1=CC=CC=C1)NC(C1=CC=C(C=C1)N1CCC(CC1)C=O)=O)=O ((2R)-2-{[4-(4-(formyl)piperidin-1-yl)benzoyl]-amino}butanedioic acid dibenzyl ester), C(C)(=O)O (acetic acid), 4A. Solvent: CO (methanol). Conditions: time 8 hour. Yields the product C(C1=CC=CC=C1)OC([C@@H](CC(=O)OCC1=CC=CC=C1)NC(C1=CC=C(C=C1)N1CCC(CC1)CNC[C@@H](C1=CC(=C(C=C1)O)NS(=O)(=O)C)O)=O)=O ((2R)-2-{[4-(4-{[((2R)-2-Hydroxy-2-{4-hydroxy-3-[(methylsulfonyl)amino]-phenyl}ethyl)amino]methyl}piperidin-1-yl)benzoyl]amino}butanedioic Acid Dibenzyl Ester). Isolated yield 36.2%. RXN SMILES: [NH2:1][CH2:2][C@@H:3]([C:5]1[CH:6]=[CH:7][C:8]([OH:16])=[C:9]([NH:11][S:12]([CH3:15])(=[O:14])=[O:13])[CH:10]=1)[OH:4].[CH2:17]([O:24][C:25](=[O:55])[C@H:26]([NH:38][C:39](=[O:54])[C:40]1[CH:45]=[CH:44][C:43]([N:46]2[CH2:51][CH2:50][CH:49]([CH:52]=O)[CH2:48][CH2:47]2)=[CH:42][CH:41]=1)[CH2:27][C:28]([O:30][CH2:31][C:32]1[CH:37]=[CH:36][CH:35]=[CH:34][CH:33]=1)=[O:29])[C:18]1[CH:23]=[CH:22][CH:21]=[CH:20][CH:19]=1.C(O)(=O)C.C([BH3-])#N.[Na+]>CO>[CH2:17]([O:24][C:25](=[O:55])[C@H:26]([NH:38][C:39](=[O:54])[C:40]1[CH:45]=[CH:44][C:43]([N:46]2[CH2:51][CH2:50][CH:49]([CH2:52][NH:1][CH2:2][C@H:3]([OH:4])[C:5]3[CH:6]=[CH:7][C:8]([OH:16])=[C:9]([NH:11][S:12]([CH3:15])(=[O:14])=[O:13])[CH:10]=3)[CH2:48][CH2:47]2)=[CH:42][CH:41]=1)[CH2:27][C:28]([O:30][CH2:31][C:32]1[CH:37]=[CH:36][CH:35]=[CH:34][CH:33]=1)=[O:29])[C:18]1[CH:23]=[CH:22][CH:21]=[CH:20][CH:19]=1 |f:3.4|. Reported procedure: A solution of N-[5-(2-amino-1-{R}-hydroxyethyl)-2-hydroxyphenyl]-methane-sulfonamide (0.104 g, 0.421 mmol), (2R)-2-{[4-(4-(formyl)piperidin-1-yl)benzoyl]-amino}butanedioic acid dibenzyl ester (0.4 mmol) and glacial acetic acid (0.024 g, 0.421 mmol) in 5 mL methanol was stirred for 1 hour over 4A molecular sieves. In one portion sodium cyanoborohydride (0.028 g, 0.421 mmol) was added and the mixture stirred overnight at ambient temperature. The sieves were filtered and the filtrate was preabsorbe... Reaction SMILES: [CH:1]12[CH2:7][CH:4]([CH:5]=[CH:6]1)[CH2:3][CH:2]2[CH:8]=[O:9].C12CC(CC1)CC2[Mg]Br>O1CCCC1>[CH:1]12[CH2:7][CH:4]([CH:3]=[CH:2]1)[CH2:5][CH2:6]2.[CH:1]12[CH2:7][CH:4]([CH2:5][CH2:6]1)[CH2:3][CH:2]2[CH2:8][OH:9] |f:3.4|. Solvent: O1CCCC1 (tetrahydrofuran). Reported procedure: In this embodiment, a solution of 13 grams (0.1 mol) 5-norbornene-2-carboxaldehyde was slowly dropped into a solution of 0.1 mol of 2-norbornyl magnesium bromide which had been dissolved in tetrahydrofuran (THF) to form a reaction product. The reaction product was then refluxed for about 20 hours, and the THF was evaporated using a rotary evaporator. The reaction product was then dissolved in an excess amount of water to which diethyl ether was added to extract the reaction product. After drying... The product is C12CCC(C=C1)C2.C12C(CC(CC1)C2)CO (5-norbornene 2-norbornylmethanol). Reactants: C12C(CC(C=C1)C2)C=O (5-norbornene-2-carboxaldehyde), C12C(CC(CC1)C2)[Mg]Br (2-norbornyl magnesium bromide). The reactants are ClC1=C(C#N)C=CC(=C1C)N[C@H]([C@H](C)O)C=1OC(=NN1)C1=CC=C(C=C1)C#N (2-chloro-4-((1R,2S)-1-(5-(4-cyanophenyl)-1,3,4-oxadiazol-2-yl)-2-hydroxypropylamino)-3-methylbenzonitrile), N1=CC=CC=C1 (pyridine), C(C)(=O)Cl (Acetyl chloride). The solvent is C(Cl)Cl (methylene chloride). Run at time 18 hour. Product: C(C)(=O)O[C@H]([C@H](C=1OC(=NN1)C1=CC=C(C=C1)C#N)NC1=C(C(=C(C=C1)C#N)Cl)C)C ((1R,2S)-1-(3-Chloro-4-cyano-2-methylphenylamino)-1-(5-(4-cyanophenyl)-1,3,4-oxadiazol-2-yl)propan-2-yl acetate). The yield is 23.5%. As a reaction SMILES: [Cl:1][C:2]1[C:9]([CH3:10])=[C:8]([NH:11][C@@H:12]([C:16]2[O:17][C:18]([C:21]3[CH:26]=[CH:25][C:24]([C:27]#[N:28])=[CH:23][CH:22]=3)=[N:19][N:20]=2)[C@@H:13]([OH:15])[CH3:14])[CH:7]=[CH:6][C:3]=1[C:4]#[N:5].N1C=CC=CC=1.[C:35](Cl)(=[O:37])[CH3:36]>C(Cl)Cl>[C:35]([O:15][C@@H:13]([CH3:14])[C@@H:12]([NH:11][C:8]1[CH:7]=[CH:6][C:3]([C:4]#[N:5])=[C:2]([Cl:1])[C:9]=1[CH3:10])[C:16]1[O:17][C:18]([C:21]2[CH:22]=[CH:23][C:24]([C:27]#[N:28])=[CH:25][CH:26]=2)=[N:19][N:20]=1)(=[O:37])[CH3:36]. Procedure details: To a 50 mL round bottomed flask was added 2-chloro-4-((1R,2S)-1-(5-(4-cyanophenyl)-1,3,4-oxadiazol-2-yl)-2-hydroxypropylamino)-3-methylbenzonitrile (200 mg, 0.508 mmol), pyridine (1 mL, 12.41 mmol) and methylene chloride (15 mL). Acetyl chloride (0.18 mL, 2.54 mmol) was then added dropwise and the mixture was stirred at room temperature for 18 h. The reaction mixture was then quenched with 10% aq HCl (15 mL) and methylene chloride (30 mL) was added. The phases were partitioned and the aqueous ph...